This data is from the Open Reaction Database (ORD), a public repository of structured organic reaction records. The task is: describe an organic reaction: reactants, conditions, products, and yield Starting materials: OO (Hydrogen peroxide), [OH-].[Na+] (sodium hydroxide), C(#N)C=1C(=C(C(=O)OC)C(=CC1)SC)C (methyl 3-cyano-2-methyl-6-methylsulphenyl-benzoate). The solvent is O (water), C(C)O (ethanol), O (water). Conditions: temperature 65 celsius. The product is COC(=O)C=1C(=C(C(=O)N)C=CC1SC)C (3-methoxycarbonyl-2-methyl-4-methylsulphenylbenzamide). Reaction SMILES: [OH:1]O.[C:3]([C:5]1[C:6]([CH3:17])=[C:7]([C:12]([S:15][CH3:16])=[CH:13][CH:14]=1)[C:8]([O:10][CH3:11])=[O:9])#[N:4].[OH-].[Na+]>C(O)C.O>[CH3:11][O:10][C:8]([C:7]1[C:6]([CH3:17])=[C:5]([CH:14]=[CH:13][C:12]=1[S:15][CH3:16])[C:3]([NH2:4])=[O:1])=[O:9] |f:2.3|. Reported procedure: Hydrogen peroxide (30%, 18 ml) was added dropwise with stirring to a solution of methyl 3-cyano-2-methyl-6-methylsulphenyl-benzoate (10.0 g) in ethanol (100 ml) in an atmosphere of nitrogen. A solution of sodium hydroxide (0.43 g) in water (2 ml) was added dropwise and the resultant rapid exotherm was controlled by ice cooling. After the exotherm had ceased the mixture was stirred and heated at 65° C. for 0.5 hours. The orange solution was poured into a mixture of ice and water (400 ml) and it w...